This data is from the Open Reaction Database (ORD), a public repository of structured organic reaction records. The task is: describe an organic reaction: reactants, conditions, products, and yield The reactants are COc1ccc(C(=O)C(=O)c2cccc(Br)c2)cc1C, CC(=O)[O-], CC(=O)[O-], C1COCCO1, O, [Pd+2], Cc1ccccc1P(c1ccccc1C)c1ccccc1C, OB(O)c1ccncc1. Yields the product COc1ccc(C(=O)C(=O)c2cccc(-c3ccncc3)c2)cc1C. Reaction SMILES: [Br:1][c:2]1[cH:3][c:4]([C:8]([C:9](=[O:10])[c:11]2[cH:12][c:13]([CH3:19])[c:14]([O:17][CH3:18])[cH:15][cH:16]2)=[O:20])[cH:5][cH:6][cH:7]1.[O-:60][C:61]([CH3:62])=[O:63].[O-:64][C:65]([CH3:66])=[O:67].[O:53]1[CH2:54][CH2:55][O:56][CH2:57][CH2:58]1.[OH2:52].[Pd+2:59].[c:21]1([CH3:22])[cH:23][cH:24][cH:25][cH:26][c:27]1[P:28]([c:29]1[cH:30][cH:31][cH:32][cH:33][c:34]1[CH3:35])[c:36]1[cH:37][cH:38][cH:39][cH:40][c:41]1[CH3:42].[n:43]1[cH:44][cH:45][c:46]([B:49]([OH:50])[OH:51])[cH:47][cH:48]1>>[c:2]1(-[c:46]2[cH:45][cH:44][n:43][cH:48][cH:47]2)[cH:3][c:4]([C:8]([C:9](=[O:10])[c:11]2[cH:12][c:13]([CH3:19])[c:14]([O:17][CH3:18])[cH:15][cH:16]2)=[O:20])[cH:5][cH:6][cH:7]1. The reactants are O=C(c1ccc(C(F)(F)F)cc1F)C1CCN(Cc2ccccc2)CC1, Cl, NO, c1ccncc1. Yields the product ON=C(c1ccc(C(F)(F)F)cc1F)C1CCN(Cc2ccccc2)CC1. As a reaction SMILES: [CH2:1]([c:2]1[cH:3][cH:4][cH:5][cH:6][cH:7]1)[N:8]1[CH2:9][CH2:10][CH:11]([C:14](=[O:15])[c:16]2[c:17]([F:26])[cH:18][c:19]([C:22]([F:23])([F:24])[F:25])[cH:20][cH:21]2)[CH2:12][CH2:13]1.[ClH:27].[NH2:28][OH:29].[cH:30]1[cH:31][cH:32][n:33][cH:34][cH:35]1>>[CH2:1]([c:2]1[cH:3][cH:4][cH:5][cH:6][cH:7]1)[N:8]1[CH2:9][CH2:10][CH:11]([C:14]([c:16]2[c:17]([F:26])[cH:18][c:19]([C:22]([F:23])([F:24])[F:25])[cH:20][cH:21]2)=[N:28][OH:29])[CH2:12][CH2:13]1. The reactants are C1(CCCCC1)N=C=NC1CCCCC1 (dicyclohexylcarbodiimide), C(#N)C(C(=O)O)C1=CC=CC=C1 (α-cyano-phenylacetic acid), FC1=C(C(=C(C(=C1O)F)F)F)F (pentafluorophenol). Run in ClCCl (dichloromethane), ClCCl (dichloromethane). Reaction conditions: time 4 hour. Product: FC1=C(C(=C(C(=C1OC(C(C#N)C1=CC=CC=C1)=O)F)F)F)F (α-Cyano-phenylacetic acid pentafluorophenyl ester). Reaction SMILES: [C:1]([CH:3]([C:7]1[CH:12]=[CH:11][CH:10]=[CH:9][CH:8]=1)[C:4]([OH:6])=[O:5])#[N:2].C1(N=C=NC2CCCCC2)CCCCC1.[F:28][C:29]1[C:34](O)=[C:33]([F:36])[C:32]([F:37])=[C:31]([F:38])[C:30]=1[F:39]>ClCCl>[F:28][C:29]1[C:34]([O:5][C:4](=[O:6])[CH:3]([C:7]2[CH:12]=[CH:11][CH:10]=[CH:9][CH:8]=2)[C:1]#[N:2])=[C:33]([F:36])[C:32]([F:37])=[C:31]([F:38])[C:30]=1[F:39]. Reported procedure: 8 g. (0.05 moles) of α-cyano-phenylacetic acid are dissolved in dichloromethane. Under mild heating 10.3 g. (0.05 moles) of dicyclohexylcarbodiimide and 0.2 g. (0.05 moles) of pentafluorophenol dissolved in 50 ml. of dichloromethane are added dropwise. The mixture is stirred for 4 hours at 30° to 35° C. It is cooled, and the precipitated dicyclohexylurea is filtered. The substance on the filter is washed twice with 10 ml. of dichloromethane. The combined organic layers are evaporated while petro... The reactants are [S-]C#N.[K+] (potassium thiocyanate), CC(=CC(=O)Cl)C (3-methylbut-2-enoyl chloride). The reagents and catalysts are COCCOCCOCCOCCOCCOCCO (hexaethylene glycol monomethyl ether). The solvent is ClCCl (dichloromethane), ClCCl (dichloromethane). Run at temperature 25 celsius, time 3 hour. The product is CC(=CC(=O)N=C=S)C (3-methyl-but-2-enoyl isothiocyanate). Yield: 70.0%. RXN SMILES: [S-:1][C:2]#[N:3].[K+].[CH3:5][C:6]([CH3:11])=[CH:7][C:8](Cl)=[O:9]>ClCCl.COCCOCCOCCOCCOCCOCCO>[CH3:5][C:6]([CH3:11])=[CH:7][C:8]([N:3]=[C:2]=[S:1])=[O:9] |f:0.1|. Procedure: To a solution of potassium thiocyanate (10 g, 101 mmol, Eq: 1.00) and hexaethylene glycol monomethyl ether (896 mg, 830 μl, 3.02 mmol, Eq: 0.03) in dry dichloromethane (120 ml) was added dropwise at 0° C. a solution of 3-methylbut-2-enoyl chloride (12.0 g, 11.2 ml, 101 mmol, Eq: 1.00) in dry dichloromethane (20.0 ml) over 1 hour under argon atmosphere. After the addition was completed, the mixture (now light brown & turbid) was allowed to warm to 25° C. and was stirred for additional 3 hours. Th...